Dataset: the Open Reaction Database (ORD), a public repository of structured organic reaction records. Task: describe an organic reaction: reactants, conditions, products, and yield The reactants are Br, [Li]CCCC, CCCCCC, CC(C)[N-]C(C)C, CC(C)NC(C)C, Cc1ccc2ccc(Cl)cc2n1, C[Si](C)(C)Cl, [Li+], C1CCOC1. Product: C=Cc1ccc2ccc(Cl)cc2n1. RXN SMILES: [Br:44].[CH2:8]([Li:9])[CH2:10][CH2:11][CH3:12].[CH3:13][CH2:14][CH2:15][CH2:16][CH2:17][CH3:18].[CH:19]([N-:20][CH:21]([CH3:22])[CH3:23])([CH3:24])[CH3:25].[CH:1]([NH:2][CH:3]([CH3:4])[CH3:5])([CH3:6])[CH3:7].[Cl:27][c:28]1[cH:29][cH:30][c:31]2[cH:32][cH:33][c:34]([CH3:38])[n:35][c:36]2[cH:37]1.[Cl:39][Si:40]([CH3:41])([CH3:42])[CH3:43].[Li+:26].[O:45]1[CH2:46][CH2:47][CH2:48][CH2:49]1>>[CH2:1]=[CH:38][c:34]1[cH:33][cH:32][c:31]2[cH:30][cH:29][c:28]([Cl:27])[cH:37][c:36]2[n:35]1. Starting materials: COC1=NC=CC=C1 (2-Methoxypyridine), FC1=CC=C(CCN2CCC(CC2)N2CCC3=CC=C(C=C23)C=O)C=C1 (1-[1-(4-fluorophenethyl)piperidin-4-yl]-6-formylindoline). The product is FC1=CC=C(CCN2CCC(CC2)N2CCC3=CC=C(C=C23)C(C=2C(=NC=CC2)OC)O)C=C1 (1-[1-(4-fluorophenethyl)-piperidin-4-yl]-6-[1-hydroxy-1-(2-methoxypyridin-3-yl)-methyl]indoline). Isolated yield 75.2%. Reaction SMILES: [CH3:1][O:2][C:3]1[CH:8]=[CH:7][CH:6]=[CH:5][N:4]=1.[F:9][C:10]1[CH:34]=[CH:33][C:13]([CH2:14][CH2:15][N:16]2[CH2:21][CH2:20][CH:19]([N:22]3[C:30]4[C:25](=[CH:26][CH:27]=[C:28]([CH:31]=[O:32])[CH:29]=4)[CH2:24][CH2:23]3)[CH2:18][CH2:17]2)=[CH:12][CH:11]=1>>[F:9][C:10]1[CH:34]=[CH:33][C:13]([CH2:14][CH2:15][N:16]2[CH2:17][CH2:18][CH:19]([N:22]3[C:30]4[C:25](=[CH:26][CH:27]=[C:28]([CH:31]([OH:32])[C:8]5[C:3]([O:2][CH3:1])=[N:4][CH:5]=[CH:6][CH:7]=5)[CH:29]=4)[CH2:24][CH2:23]3)[CH2:20][CH2:21]2)=[CH:12][CH:11]=1. Procedure: 2-Methoxypyridine (0.3 ml) and 1-[1-(4-fluorophenethyl)piperidin-4-yl]-6-formylindoline (0.5 g) were treated in accordance with the method described in J. Org. Chem., 1367 (1988). to give the title compound (0.493 g) as a pale yellow oil (yield: 75.2%).